This data is from the Open Reaction Database (ORD), a public repository of structured organic reaction records. The task is: describe an organic reaction: reactants, conditions, products, and yield The reactants are OC1=C(C=C(C=C1)CCCCCCCCCCCCCC)C(CCCCC)=O (1-(2-hydroxy-5-tetradecylphenyl)-1-hexanone), Cl (hydrochloric acid), O (water). Reagents/catalysts: [Pd] (palladium on carbon). The solvent is C(C)(=O)O (acetic acid). Conditions: time 16 hour. The product is C(CCCCC)C1=C(C=CC(=C1)CCCCCCCCCCCCCC)O (2-Hexyl-4-tetradecylphenol). The yield is 41.1%. Reaction SMILES: [OH:1][C:2]1[CH:7]=[CH:6][C:5]([CH2:8][CH2:9][CH2:10][CH2:11][CH2:12][CH2:13][CH2:14][CH2:15][CH2:16][CH2:17][CH2:18][CH2:19][CH2:20][CH3:21])=[CH:4][C:3]=1[C:22](=O)[CH2:23][CH2:24][CH2:25][CH2:26][CH3:27].Cl.O>[Pd].C(O)(=O)C>[CH2:22]([C:3]1[CH:4]=[C:5]([CH2:8][CH2:9][CH2:10][CH2:11][CH2:12][CH2:13][CH2:14][CH2:15][CH2:16][CH2:17][CH2:18][CH2:19][CH2:20][CH3:21])[CH:6]=[CH:7][C:2]=1[OH:1])[CH2:23][CH2:24][CH2:25][CH2:26][CH3:27]. Procedure: A mixture of 31.04 g of 1-(2-hydroxy-5-tetradecylphenyl)-1-hexanone, 8.4 g of 5% palladium on carbon, 5 ml of concentrated hydrochloric acid, 95 ml of water and 100 ml of glacial acetic acid was hydrogenated in a Parr apparatus for 16 hours, then filtered and the solvents removed. The residue was chromatographed on silica gel, eluting with hexane:ethyl acetate (40:1), giving 12.3 g of the desired compound. Starting materials: C1CCNC1, OCCc1ccc(Nc2ncc(Br)c(Nc3ccccc3)n2)cc1. The product is Brc1cnc(Nc2ccc(CCN3CCCC3)cc2)nc1Nc1ccccc1. Reaction SMILES: [CH2:25]1[CH2:26][CH2:27][NH:28][CH2:29]1.[NH:1]([c:2]1[cH:3][cH:4][cH:5][cH:6][cH:7]1)[c:8]1[n:9][c:10]([NH:15][c:16]2[cH:17][cH:18][c:19]([CH2:22][CH2:23][OH:24])[cH:20][cH:21]2)[n:11][cH:12][c:13]1[Br:14]>>[NH:1]([c:2]1[cH:3][cH:4][cH:5][cH:6][cH:7]1)[c:8]1[n:9][c:10]([NH:15][c:16]2[cH:17][cH:18][c:19]([CH2:22][CH2:23][N:28]3[CH2:27][CH2:26][CH2:25][CH2:29]3)[cH:20][cH:21]2)[n:11][cH:12][c:13]1[Br:14]. Starting materials: C(CCC)[Li] (n-butyllithium), C(C1=CC=CC=C1)=O (benzaldehyde), BrC1=C(C=C(COC2OCCCC2)C=C1)C (2-(4-Bromo-3-methylbenzyloxy)tetrahydropyran), CO.O (methanol water). Solvent: CCCCCC (hexane), O1CCCC1 (tetrahydrofuran), O (water). As a reaction SMILES: Br[C:2]1[CH:15]=[CH:14][C:5]([CH2:6][O:7][CH:8]2[CH2:13][CH2:12][CH2:11][CH2:10][O:9]2)=[CH:4][C:3]=1[CH3:16].[CH3:17][OH:18].O.C([Li])CCC.C(=O)[C:26]1[CH:31]=[CH:30][CH:29]=[CH:28][CH:27]=1>O1CCCC1.O.CCCCCC>[C:26]1([C:2]2[CH:15]=[CH:14][C:5]([CH:6]([CH2:17][OH:18])[O:7][CH:8]3[CH2:13][CH2:12][CH2:11][CH2:10][O:9]3)=[CH:4][C:3]=2[CH3:16])[CH:31]=[CH:30][CH:29]=[CH:28][CH:27]=1 |f:1.2|. Procedure: 2-(4-Bromo-3-methylbenzyloxy)tetrahydropyran (1.4 g, 5 millimol) was dissolved in tetrahydrofuran (5ml), and cooled to -20° C. with methanol-water. Under nitrogen atmosphere, thereto was added 15% hexane solution (5 ml) of n-butyllithium, and in this state, the mixture was stirred for 30 minutes. Next, benzaldehyde (0.6 ml, 6 millimol) was added, and stirred for 2 hours. During this procedure, inner-temperature was raised from -20° C. to 30° C. Then, water was added, and the mixture was extracte... Product: C1(=CC=CC=C1)C1=C(C=C(C(OC2OCCCC2)CO)C=C1)C (2-(4-phenylhydroxymethyl-3-methylbenzyloxy) tetrahydropyran). Reaction conditions: time 30 minute. Reactants: C1(CCCCC1)\C=C(\C(=O)OCC)/CP(=O)(CC(C)C)OCC (ethyl (Z)-3-cyclohexyl-2-(ethoxyisobutylphosphinoyl)methylpropenoate), [OH-].[Na+] (sodium hydroxide). Run in O (water), C(C)O (ethanol). Reaction conditions: time 3 hour. Yields the product C1(CCCCC1)\C=C(\C(=O)O)/CP(=O)(CC(C)C)OCC ((Z)-3-cyclohexyl-2-(ethoxyisobutylphosphinoyl)methylpropenoic acid). As a reaction SMILES: [CH:1]1(/[CH:7]=[C:8](\[CH2:14][P:15]([O:21][CH2:22][CH3:23])([CH2:17][CH:18]([CH3:20])[CH3:19])=[O:16])/[C:9]([O:11]CC)=[O:10])[CH2:6][CH2:5][CH2:4][CH2:3][CH2:2]1.[OH-].[Na+]>C(O)C.O>[CH:1]1(/[CH:7]=[C:8](\[CH2:14][P:15]([O:21][CH2:22][CH3:23])([CH2:17][CH:18]([CH3:19])[CH3:20])=[O:16])/[C:9]([OH:11])=[O:10])[CH2:2][CH2:3][CH2:4][CH2:5][CH2:6]1 |f:1.2|. Reported procedure: To a solution of 176 mg (0.51 millimole) of ethyl (Z)-3-cyclohexyl-2-(ethoxyisobutylphosphinoyl)methylpropenoate in 2 ml of ethanol was added 1 N sodium hydroxide (0.51 ml) and the solution was stirred at room temperature for 3 hours, and then refluxed for 30 minutes. After cooling, the reaction mixture was diluted with 30 ml of water, and extracted with 20 ml of ether. The aqueous layer was acidified with 4 N hydrochloric acid, and extracted three times with 20 ml of ether each time. The combin... Reactants: FC1=C(C=CC=C1)B(O)O (2-fluorophenylboronic acid), N1N=C(N=C1)C(=O)OC (methyl 1,2,4-triazole-3-carboxylate), ClC=1C=C(C=CC1)N1N=C(N=C1)C(=O)O (1-(3-chloro-phenyl)-1H-[1,2,4]-triazole-3-carboxylic acid). Yields the product FC1=C(C=CC=C1)N1N=C(N=C1)C(=O)O (1-(2-Fluoro-phenyl)-1H-[1,2,4]-triazole-3-carboxylic acid). RXN SMILES: [F:1][C:2]1[CH:7]=[CH:6][CH:5]=[CH:4][C:3]=1B(O)O.[NH:11]1[CH:15]=[N:14][C:13]([C:16]([O:18]C)=[O:17])=[N:12]1.ClC1C=C(N2C=NC(C(O)=O)=N2)C=CC=1>>[F:1][C:2]1[CH:7]=[CH:6][CH:5]=[CH:4][C:3]=1[N:11]1[CH:15]=[N:14][C:13]([C:16]([OH:18])=[O:17])=[N:12]1. Procedure details: This intermediate was prepared from 2-fluorophenylboronic acid and methyl 1,2,4-triazole-3-carboxylate in two steps according to the preparation of 1-(3-chloro-phenyl)-1H-[1,2,4]-triazole-3-carboxylic acid. The reactants are CC(C)(C)OC(=O)NC(C(=O)N1CC=CC1C(N)=O)C(C)(C)C, O, O=P(Cl)(Cl)Cl, c1ccncc1. Product: CC(C)(C)OC(=O)NC(C(=O)N1CC=CC1C#N)C(C)(C)C. As a reaction SMILES: [C:1]([CH3:2])([CH3:3])([CH3:4])[O:5][C:6]([NH:7][CH:8]([C:9]([CH3:10])([CH3:11])[CH3:12])[C:13](=[O:14])[N:15]1[CH:16]([C:20]([NH2:21])=[O:22])[CH:17]=[CH:18][CH2:19]1)=[O:23].[OH2:29].[P:24]([Cl:25])([Cl:26])([Cl:27])=[O:28].[cH:30]1[cH:31][cH:32][n:33][cH:34][cH:35]1>>[C:1]([CH3:2])([CH3:3])([CH3:4])[O:5][C:6]([NH:7][CH:8]([C:9]([CH3:10])([CH3:11])[CH3:12])[C:13](=[O:14])[N:15]1[CH:16]([C:20]#[N:21])[CH:17]=[CH:18][CH2:19]1)=[O:23]. The reactants are C1(=CC=CC=C1)[C@H](N)[C@@H](O)C(=O)N ((2R,3S)-3-phenyl-isoserinamide), [O-]S(=O)(=O)[O-].[Ba+2] (BaSO4), Ba(OH)2, S(O)(O)(=O)=O (sulfuric acid). Run in O (water), O (water), O (water). Conditions: temperature 80 celsius. The product is C1(=CC=CC=C1)[C@H](N)[C@@H](O)C(=O)O ((2R, 3S)-3-Phenyl-Isoserine). Isolated yield 73.6%. RXN SMILES: [C:1]1([C@@H:7]([C@H:9]([C:11](N)=[O:12])[OH:10])[NH2:8])[CH:6]=[CH:5][CH:4]=[CH:3][CH:2]=1.S(=O)(=O)(O)[OH:15].[O-]S([O-])(=O)=O.[Ba+2]>O>[C:1]1([C@@H:7]([C@H:9]([C:11]([OH:12])=[O:15])[OH:10])[NH2:8])[CH:6]=[CH:5][CH:4]=[CH:3][CH:2]=1 |f:2.3|. Procedure: (2R,3S)-3-phenyl-isoserinamide (200 mg, 1.11 mmol), as prepared in Example 32, was combined with 354 mg (1.12 mmol) of Ba(OH)2 ·8H2O and water (2 ml). The resulting suspension was heated to reflux for nine hours. After the reaction mixture was cooled to 80° C., 15 ml of water was added to the solution. The temperature of the solution was maintained at 80° C. for 20 minutes before a solution of 110 mg, 1.11 mmol of concentrated sulfuric acid in 1 ml of water was added. A white precipitate appeare...